describe an organic reaction: reactants, conditions, products, and yield From a dataset of the Open Reaction Database (ORD), a public repository of structured organic reaction records. Starting materials: C(C)(=O)OC1=C(C(=O)OC)C=C(C=C1C)\C=C/CO (methyl 2-(acetyloxy)-5-[(1Z)-3-hydroxyprop-1-en-1-yl]-3-methylbenzoate). The reagents and catalysts are [Pd] (palladium on carbon). Run in CCOC(=O)C (EtOAc). Run at time 8 hour. Product: C(C)(=O)OC1=C(C(=O)OC)C=C(C=C1C)CCCO (methyl 2-(acetyloxy)-5-(3-hydroxypropyl)-3-methylbenzoate). Reaction SMILES: [C:1]([O:4][C:5]1[C:14]([CH3:15])=[CH:13][C:12](/[CH:16]=[CH:17]\[CH2:18][OH:19])=[CH:11][C:6]=1[C:7]([O:9][CH3:10])=[O:8])(=[O:3])[CH3:2]>[Pd].CCOC(C)=O>[C:1]([O:4][C:5]1[C:14]([CH3:15])=[CH:13][C:12]([CH2:16][CH2:17][CH2:18][OH:19])=[CH:11][C:6]=1[C:7]([O:9][CH3:10])=[O:8])(=[O:3])[CH3:2]. Procedure: A suspension of 10% palladium on carbon (146 mg, 0.137 mmol) in a solution of methyl 2-(acetyloxy)-5-[(1Z)-3-hydroxyprop-1-en-1-yl]-3-methylbenzoate (362 mg, 1.370 mmol) in EtOAc (17.2 mL) was shaken in a Parr shaker under H2 at 40 psi overnight. The reaction mixture was filtered through a plug of Celite and washed through with EtOAc. The filtrate was concentrated in vacuo to afford the crude product. This was purified by flash chromatography (Biotage Horizon, 25M, Si, ˜20 mL/min, 100% hexanes f...